This data is from the Open Reaction Database (ORD), a public repository of structured organic reaction records. The task is: describe an organic reaction: reactants, conditions, products, and yield The reactants are Cl (HCl), C(C)O (ethanol), ice, [OH-].[Na+] (NaOH), CN1CC2=C(N(C=3C=CC=CC23)C2=CC=CC=C2)CC1 (2,3,4,5-tetrahydro-2-methyl-5-phenyl-1H-pyrido[4,3-b]indole). Solvent: C1CCOC1 (THF), C(C)OCC (diethyl ether), C1CCOC1 (THF). Reaction conditions: temperature 50 celsius, time 30 minute. The product is Cl.CN1C[C@@H]2[C@H](N(C=3C=CC=CC23)C2=CC=CC=C2)CC1 ((+)-trans-2,3,4,4a,5,9b-hexahydro-2-methyl-5-phenyl-1H-pyrido[4,3-b]indole hydrochloride). As a reaction SMILES: [CH3:1][N:2]1[CH2:20][CH2:19][C:5]2[N:6]([C:13]3[CH:18]=[CH:17][CH:16]=[CH:15][CH:14]=3)[C:7]3[CH:8]=[CH:9][CH:10]=[CH:11][C:12]=3[C:4]=2[CH2:3]1.[OH-].[Na+].C(O)C.[ClH:26]>C1COCC1.C(OCC)C>[ClH:26].[CH3:1][N:2]1[CH2:20][CH2:19][C@H:5]2[N:6]([C:13]3[CH:18]=[CH:17][CH:16]=[CH:15][CH:14]=3)[C:7]3[CH:8]=[CH:9][CH:10]=[CH:11][C:12]=3[C@@H:4]2[CH2:3]1 |f:1.2,7.8|. Reported procedure: To a solution of 180 ml 1 molar BH3 in THF (0.18) mole BH3) which was cooled in an ice bath, was added a solution of 7.9 grams 2,3,4,5-tetrahydro-2-methyl-5-phenyl-1H-pyrido[4,3-b]indole (0.03 mole) in 200 ml freshly chromatographed THF, dropwise with stirring over 30 minutes in a nitrogen atmosphere. The ice bath was then replaced with a heating mantle and the mixture was refluxed for 19 hours in the nitrogen atmosphere. The mixture was cooled and evaporated under vacuum to a clear gel. The gel...